Dataset: the Open Reaction Database (ORD), a public repository of structured organic reaction records. Task: describe an organic reaction: reactants, conditions, products, and yield Reactants: CC1(C(=O)O)CC1, [Cl-], Nc1ccc(C2=NNC(=O)C3CC23)cc1, C1CCOC1. Product: CC1(C(=O)Nc2ccc(C3=NNC(=O)C4CC34)cc2)CC1. RXN SMILES: [CH3:17][C:18]1([C:21](=[O:22])[OH:23])[CH2:19][CH2:20]1.[Cl-:16].[NH2:1][c:2]1[cH:3][cH:4][c:5]([C:8]2=[N:14][NH:13][C:12](=[O:15])[CH:11]3[CH:9]2[CH2:10]3)[cH:6][cH:7]1.[O:24]1[CH2:25][CH2:26][CH2:27][CH2:28]1>>[NH:1]([c:2]1[cH:3][cH:4][c:5]([C:8]2=[N:14][NH:13][C:12](=[O:15])[CH:11]3[CH:9]2[CH2:10]3)[cH:6][cH:7]1)[C:21]([C:18]1([CH3:17])[CH2:19][CH2:20]1)=[O:22]. The reactants are [H-].[Na+] (sodium hydride), C(C1=CC=CC=C1)C(C(=O)C1=CC(=C(C=C1)OC)OC)(CC)N(C)C (2-benzyl-1-(3,4-dimethoxy-phenyl)-2-dimethylamino-butan-1-one), O (water), C(CCO)O (1,3-propanediol). Solvent: CC(=O)N(C)C (dimethylacetamide), CC(=O)N(C)C (dimethylacetamide). Run at temperature 120 celsius, time 18 hour. Product: C(C1=CC=CC=C1)C(C(=O)C1=CC(=C(C=C1)OCCCO)OC)(CC)N(C)C (2-Benzyl-2-dimethylamino-1-[4-(3-hydroxy-propoxy)-3-methoxy-phenyl]-butan-1-one). Reaction SMILES: [H-].[Na+].[CH2:3]([OH:7])[CH2:4][CH2:5][OH:6].[CH2:8]([C:15]([N:30]([CH3:32])[CH3:31])([CH2:28][CH3:29])[C:16]([C:18]1[CH:23]=[CH:22][C:21](OC)=[C:20]([O:26][CH3:27])[CH:19]=1)=[O:17])[C:9]1[CH:14]=[CH:13][CH:12]=[CH:11][CH:10]=1.O>CC(N(C)C)=O>[CH2:8]([C:15]([N:30]([CH3:31])[CH3:32])([CH2:28][CH3:29])[C:16]([C:18]1[CH:23]=[CH:22][C:21]([O:6][CH2:5][CH2:4][CH2:3][OH:7])=[C:20]([O:26][CH3:27])[CH:19]=1)=[O:17])[C:9]1[CH:14]=[CH:13][CH:12]=[CH:11][CH:10]=1 |f:0.1|. Procedure details: 0.40 mol of sodium hydride are suspended in 500 ml of dry dimethylacetamide and 72.3 ml (1.0 mol) of 1,3-propanediol are added dropwise at 0° C. Then 68.3 g (0.20 mol) of 2-benzyl-1-(3,4-dimethoxy-phenyl)-2-dimethylamino-butan-1-one in dimethylacetamide are added dropwise at 0° C. After the solution is stirred at 120° C. for 18 h, the solution is poured into water. The crude product is extracted with ethyl acetate, washed with water, dried over MgSO4, and concentrated. The residue is purified by...